Dataset: the Open Reaction Database (ORD), a public repository of structured organic reaction records. Task: describe an organic reaction: reactants, conditions, products, and yield Reactants: [Al+3], C1CCOC1, Cc1ccc(CC(N)C(=O)O)cc1, [H-], [H-], [H-], [H-], [Li+], [Na+], [OH-], O. Yields the product Cc1ccc(CC(N)CO)cc1. Reaction SMILES: [Al+3:2].[CH2:23]1[O:24][CH2:25][CH2:26][CH2:27]1.[CH3:7][c:8]1[cH:9][cH:10][c:11]([CH2:12][CH:13]([NH2:14])[C:15](=[O:16])[OH:17])[cH:18][cH:19]1.[H-:1].[H-:4].[H-:5].[H-:6].[Li+:3].[Na+:22].[OH-:21].[OH2:20]>>[CH3:7][c:8]1[cH:9][cH:10][c:11]([CH2:12][CH:13]([NH2:14])[CH2:15][OH:16])[cH:18][cH:19]1. The reactants are NC1C(N(CC(SC1)C1=CSC=C1)CC(=O)OC(C)(C)C)=O (t-butyl α-[6-amino-5-oxo-2-(3-thienyl)perhydro-1,4-thiazepin-4-yl]acetate), BrC(C(=O)OCCCC)CCC1=CC=CC=C1 (butyl 2-bromo-4-phenylbutyrate), C(C)(=O)OCC (ethyl acetate). Solvent: C(Cl)Cl (methylene chloride). The product is C(CCC)OC(=O)C(CCC1=CC=CC=C1)NC1C(N(CC(SC1)C1=CSC=C1)CC(=O)OC(C)(C)C)=O (t-Butyl α-[6-(1-butoxycarbonyl-3-phenylpropylamino)-5-oxo-2-(3-thienyl)perhydro-1,4-thiazepin-4-yl]acetate). Reaction SMILES: [NH2:1][CH:2]1[CH2:8][S:7][CH:6]([C:9]2[CH:13]=[CH:12][S:11][CH:10]=2)[CH2:5][N:4]([CH2:14][C:15]([O:17][C:18]([CH3:21])([CH3:20])[CH3:19])=[O:16])[C:3]1=[O:22].Br[CH:24]([CH2:32][CH2:33][C:34]1[CH:39]=[CH:38][CH:37]=[CH:36][CH:35]=1)[C:25]([O:27][CH2:28][CH2:29][CH2:30][CH3:31])=[O:26].C(OCC)(=O)C>C(Cl)Cl>[CH2:28]([O:27][C:25]([CH:24]([NH:1][CH:2]1[CH2:8][S:7][CH:6]([C:9]2[CH:13]=[CH:12][S:11][CH:10]=2)[CH2:5][N:4]([CH2:14][C:15]([O:17][C:18]([CH3:19])([CH3:21])[CH3:20])=[O:16])[C:3]1=[O:22])[CH2:32][CH2:33][C:34]1[CH:35]=[CH:36][CH:37]=[CH:38][CH:39]=1)=[O:26])[CH2:29][CH2:30][CH3:31]. Reported procedure: 0.66 g of t-butyl α-[6-amino-5-oxo-2-(3-thienyl)perhydro-1,4-thiazepin-4-yl]acetate [synthesized as described in Example 42(g)] was N-alkylated using 0.86 g of butyl 2-bromo-4-phenylbutyrate by the same procedure as is described in Example 42(h). The reaction product was subjected to silica gel column chromatography using a 1:20 by volume mixture of ethyl acetate and methylene chloride, to give two isomers, A and B (ascribed to the asymmetric carbon atom to which the phenethyl group is attached)... Reactants: CC(CC=O)CCC(=C(C)C)C (3,6,7-trimethyloct-6-enal), C(C1=CC=CC=C1)(=O)O (benzoic acid), (ethylenediamine)[1,2-bis(diphenylphosphino)ethane]ruthenium(bispivalate). Solvent: CCCCCCC (heptane). Reaction conditions: temperature 100 celsius. Product: CC(CCO)CCC(=C(C)C)C (3,6,7-trimethyloct-6-en-1-ol). Reaction SMILES: [CH3:1][CH:2]([CH2:6][CH2:7][C:8]([CH3:12])=[C:9]([CH3:11])[CH3:10])[CH2:3][CH:4]=[O:5].C(O)(=O)C1C=CC=CC=1>CCCCCCC>[CH3:1][CH:2]([CH2:6][CH2:7][C:8]([CH3:12])=[C:9]([CH3:11])[CH3:10])[CH2:3][CH2:4][OH:5]. Procedure details: 3,6,7-trimethyloct-6-enal (168 g, 1 mol.), heptane (168 g, 100 wt. %, technical grade), benzoic acid (3.05 g, 25 mmol, 2.5 mol.%) and (ethylenediamine)[1,2-bis(diphenylphosphino)ethane]ruthenium(bispivalate) (9.5 mg, 0.0125 mmol, 0.00125 mol.%) were loaded altogether in a 11 autoclave equipped with a mechanical stirring device. Sealed autoclave was then purged under stirring with nitrogen (3 times 5 bars) and hydrogen (3 times 5 bars) before being pressurized to 50 bars hydrogen. It was then hea... Starting materials: CC(C)(C)c1ccccc1Oc1ncccc1N, O=C1CCC(=O)N1Cl, CN(C)C=O. The product is CC(C)(C)c1ccccc1Oc1nc(Cl)ccc1N. As a reaction SMILES: [C:9]([CH3:10])([CH3:11])([CH3:12])[c:13]1[c:14]([O:15][c:16]2[n:17][cH:18][cH:19][cH:20][c:21]2[NH2:22])[cH:23][cH:24][cH:25][cH:26]1.[Cl:1][N:2]1[C:3](=[O:4])[CH2:5][CH2:6][C:7]1=[O:8].[O:27]=[CH:28][N:29]([CH3:30])[CH3:31]>>[Cl:1][c:18]1[n:17][c:16]([O:15][c:14]2[c:13]([C:9]([CH3:10])([CH3:11])[CH3:12])[cH:26][cH:25][cH:24][cH:23]2)[c:21]([NH2:22])[cH:20][cH:19]1. Starting materials: O\N=C(/C(=O)OCC)\C(C)=O (Ethyl (Z)-2-hydroxyimino-3-oxobutyrate), BrC1CSCC1 (3-bromotetrahydrothiophene). Yields the product S1CC(CC1)O\N=C(/C(=O)OCC)\C(C)=O (Ethyl (Z)-2-(tetrahydrothien-3-yloxyimino)-3-oxobutyrate). Yield: 68.0%. As a reaction SMILES: [OH:1]/[N:2]=[C:3](/[C:9](=[O:11])[CH3:10])\[C:4]([O:6][CH2:7][CH3:8])=[O:5].Br[CH:13]1[CH2:17][CH2:16][S:15][CH2:14]1>>[S:15]1[CH2:16][CH2:17][CH:13]([O:1]/[N:2]=[C:3](/[C:9](=[O:11])[CH3:10])\[C:4]([O:6][CH2:7][CH3:8])=[O:5])[CH2:14]1. Procedure details: Ethyl (Z)-2-hydroxyimino-3-oxobutyrate (1.68 g) was treated with 3-bromotetrahydrothiophene as described in Example 4a, method 2, to give the title compound (1.7 g, 68%) as a colourless liquid; [Found M+ 245.0719, C10H15NO4S requires M 245.0722]. νmax (film) 2890, 2940, 1745, 1695, and 1600 cm-1. δH (CDCl3) 1.33 (3H, t), 2.02 (1H, m), 2.41 (3H, s), 2.47 (1H, m), 2.89 (2H, m), 3.13 (2H, m), 4.35 (2H, q), and 5.14 (1H, m). δc (CDCl3) 14.1, 25.2, 28.6, 35.7, 62.0, 88.3, 150.8, 60.7, and 192.6. Reactants: C(#C)C1=CN=C(N1C)C(=O)N (5-ethynyl-1-methyl-1H-imidazole-2-carboxylic acid amide), N1(C=NC=C1)C=1C=C(C=C(C1)C(F)(F)F)NC(C1=CC(=C(C=C1)C)I)=O (N-(3-(1H-imidazol-1-yl)-5-(trifluoromethyl)phenyl)-3-iodo-4-methylbenzamide). The product is N1(C=NC=C1)C=1C=C(C=C(C1)C(F)(F)F)NC(=O)C=1C=CC(=C(C1)C#CC1=CN=C(N1C)C(=O)N)C (5-[5-(3-imidazol-1-yl-5-trifluoromethylphenylcarbamoyl)-2-methyl-phenylethynyl]-1-methyl-1H-imidazole-2-carboxylic acid amide). Reaction SMILES: [C:1]([C:3]1[N:7]([CH3:8])[C:6]([C:9]([NH2:11])=[O:10])=[N:5][CH:4]=1)#[CH:2].[N:12]1([C:17]2[CH:18]=[C:19]([NH:27][C:28](=[O:37])[C:29]3[CH:34]=[CH:33][C:32]([CH3:35])=[C:31](I)[CH:30]=3)[CH:20]=[C:21]([C:23]([F:26])([F:25])[F:24])[CH:22]=2)[CH:16]=[CH:15][N:14]=[CH:13]1>>[N:12]1([C:17]2[CH:18]=[C:19]([NH:27][C:28]([C:29]3[CH:30]=[CH:31][C:32]([CH3:35])=[C:33]([C:2]#[C:1][C:3]4[N:7]([CH3:8])[C:6]([C:9]([NH2:11])=[O:10])=[N:5][CH:4]=4)[CH:34]=3)=[O:37])[CH:20]=[C:21]([C:23]([F:26])([F:25])[F:24])[CH:22]=2)[CH:16]=[CH:15][N:14]=[CH:13]1. Reported procedure: This was made as for example 2 using 5-ethynyl-1-methyl-1H-imidazole-2-carboxylic acid amide and N-(3-(1H-imidazol-1-yl)-5-(trifluoromethyl)phenyl)-3-iodo-4-methylbenzamide: MS (M+H)+ 493. Reaction SMILES: [OH:1][C:2]1[C:3]([C:16]2[CH:17]=[C:18]([CH:24]=[CH:25][C:26]([O:28]CC)=[O:27])[CH:19]=[CH:20][C:21]=2[O:22][CH3:23])=[CH:4][C:5]2[C:6]([CH3:15])([CH3:14])[CH2:7][CH2:8][C:9]([CH3:13])([CH3:12])[C:10]=2[CH:11]=1.[CH3:31][O:32][CH2:33][O:34][C:35]1[CH:42]=[CH:41][CH:40]=[CH:39][C:36]=1[CH2:37]Cl>>[CH3:23][O:22][C:21]1[CH:20]=[CH:19][C:18]([CH:24]=[CH:25][C:26]([OH:28])=[O:27])=[CH:17][C:16]=1[C:3]1[C:2]([O:1][CH2:37][C:36]2[CH:39]=[CH:40][CH:41]=[CH:42][C:35]=2[O:34][CH2:33][O:32][CH3:31])=[CH:11][C:10]2[C:9]([CH3:13])([CH3:12])[CH2:8][CH2:7][C:6]([CH3:15])([CH3:14])[C:5]=2[CH:4]=1. The yield is 98.5%. Starting materials: OC=1C(=CC=2C(CCC(C2C1)(C)C)(C)C)C=1C=C(C=CC1OC)C=CC(=O)OCC (ethyl 3-[3-(3-hydroxy-5,5,8,8-tetramethyl-5,6,7,8-tetrahydro-2-naphthyl)-4-methoxyphenyl]acrylate), COCOC1=C(CCl)C=CC=C1 (2-methoxymethoxybenzyl chloride). Yields the product COC1=C(C=C(C=C1)C=CC(=O)O)C1=CC=2C(CCC(C2C=C1OCC1=C(C=CC=C1)OCOC)(C)C)(C)C (3-{4-methoxy-3-[3-(2-methoxymethoxybenzyloxy)-5,5,8,8-tetramethyl-5,6,7,8-tetrahydro-2-naphthyl]phenyl}acrylic Acid). Procedure details: In a manner similar to that of Example 1(a), by reaction of 2.5 g (6.12 mmol) of ethyl 3-[3-(3-hydroxy-5,5,8,8-tetramethyl-5,6,7,8-tetrahydro-2-naphthyl)-4-methoxyphenyl]acrylate obtained in Example 13(f) with 1.26 g (6.73 mmol) of 2-methoxymethoxybenzyl chloride obtained above, 3.2 g (94%) of the expected compound were obtained in the form of a yellow oil. Starting materials: C(CCCCCCCC)OC1=CC=C(C=C1)C1=CC=C(C=C1)C(=O)O (4'-n-nonyloxybiphenyl-4-carboxylic acid), S(=O)(Cl)Cl (thionyl chloride), S(=O)(Cl)Cl (thionyl chloride). Product: C(CCCCCCCC)OC1=CC=C(C=C1)C1=CC=C(C=C1)C(=O)Cl (4'-n-nonyloxybiphenyl-4-carboxylic acid chloride). RXN SMILES: [CH2:1]([O:10][C:11]1[CH:16]=[CH:15][C:14]([C:17]2[CH:22]=[CH:21][C:20]([C:23]([OH:25])=O)=[CH:19][CH:18]=2)=[CH:13][CH:12]=1)[CH2:2][CH2:3][CH2:4][CH2:5][CH2:6][CH2:7][CH2:8][CH3:9].S(Cl)([Cl:28])=O>>[CH2:1]([O:10][C:11]1[CH:16]=[CH:15][C:14]([C:17]2[CH:22]=[CH:21][C:20]([C:23]([Cl:28])=[O:25])=[CH:19][CH:18]=2)=[CH:13][CH:12]=1)[CH2:2][CH2:3][CH2:4][CH2:5][CH2:6][CH2:7][CH2:8][CH3:9]. Procedure details: After 1.2 g of 4'-n-nonyloxybiphenyl-4-carboxylic acid was heated together with an excess amount of thionyl chloride for 6 hours under a reflux condition, unaltered thionyl chloride was distilled off to obtain 1.25 g of 4'-n-nonyloxybiphenyl-4-carboxylic acid chloride.